This data is from the Open Reaction Database (ORD), a public repository of structured organic reaction records. The task is: describe an organic reaction: reactants, conditions, products, and yield Reactants: CO, CCC(C)Nc1cc(C(=O)OC)c(C(F)(F)F)cc1C(N)=O, ClCCl, Cl, [Na+], [OH-]. Yields the product CCC(C)Nc1cc(C(=O)O)c(C(F)(F)F)cc1C(N)=O. Reaction SMILES: [CH3:29][OH:30].[CH:1]([CH3:2])([CH2:3][CH3:4])[NH:5][c:6]1[c:7]([C:20](=[O:21])[NH2:22])[cH:8][c:9]([C:16]([F:17])([F:18])[F:19])[c:10]([C:11](=[O:12])[O:13][CH3:14])[cH:15]1.[Cl:25][CH2:26][Cl:27].[ClH:28].[Na+:24].[OH-:23]>>[CH:1]([CH3:2])([CH2:3][CH3:4])[NH:5][c:6]1[c:7]([C:20](=[O:21])[NH2:22])[cH:8][c:9]([C:16]([F:17])([F:18])[F:19])[c:10]([C:11](=[O:12])[OH:13])[cH:15]1. Reactants: NC1=CC=C(N=N1)O (6-aminopyridazin-3-ol), [OH-].[Na+] (NaOH), CI (MeI). Run at temperature 85 celsius, time 2.5 hour. Product: NC=1C=CC(N(N1)C)=O (6-amino-2-methylpyridazin-3(2H)-one). Yield: 23.9%. As a reaction SMILES: [NH2:1][C:2]1[N:7]=[N:6][C:5]([OH:8])=[CH:4][CH:3]=1.[OH-].[Na+].[CH3:11]I>>[NH2:1][C:2]1[CH:3]=[CH:4][C:5](=[O:8])[N:6]([CH3:11])[N:7]=1 |f:1.2|. Procedure details: A mixture of 6-aminopyridazin-3-ol (2 g, 18.00 mmol), NaOH (0.720 g, 18.00 mmol) and MeI (1.126 mL, 18.00 mmol) was stirred for 2.5 hr at 85° C. under Ar. The reaction mixture was concentrated. The crude material was purified by silica gel column chromatography (NH3 1%/CH2Cl2/MeOH 4-7%) to afford the title product (538 mg, 4.30 mmol, 24% yield) as a yellow solid. tR: 0.25 min (LC-MS 2); ESI-MS: 126 [M+H]+ (LC-MS 2); Rf=0.36 (CH2Cl2/MeOH 9:1). Starting materials: N (ammonia), ON1N=NC2=C1C=CC=C2 (1-hydroxybenzotriazole), Cl.CN(CCCN=C=NCC)C (1-[3-(dimethylamino)propyl]-3-ethylcarbodiimide hydrochloride), N1N=CC2=CC(=CC=C12)NC1=C(C(=O)O)C=CC=C1 (2-(1H-indazol-5-ylamino)benzoic acid), C(O)([O-])=O.[Na+] (sodium hydrogencarbonate). Run in CN(C=O)C (N,N-dimethylformamide). Run at time 20 hour. The product is N1N=CC2=CC(=CC=C12)NC1=C(C(=O)N)C=CC=C1 (2-(1H-indazol-5-ylamino)benzamide). Yield: 82.8%. RXN SMILES: N.O[N:3]1C2C=CC=CC=2N=N1.Cl.CN(C)CCCN=C=NCC.[NH:24]1[C:32]2[C:27](=[CH:28][C:29]([NH:33][C:34]3[CH:42]=[CH:41][CH:40]=[CH:39][C:35]=3[C:36](O)=[O:37])=[CH:30][CH:31]=2)[CH:26]=[N:25]1.C(=O)([O-])O.[Na+]>CN(C)C=O>[NH:24]1[C:32]2[C:27](=[CH:28][C:29]([NH:33][C:34]3[CH:42]=[CH:41][CH:40]=[CH:39][C:35]=3[C:36]([NH2:3])=[O:37])=[CH:30][CH:31]=2)[CH:26]=[N:25]1 |f:2.3,5.6|. Reported procedure: A 28%-aqueous ammonia solution (57.6 mg, 0.948 mmol), 1-hydroxybenzotriazole (58 mg, 0.379 mmol) and 1-[3-(dimethylamino)propyl]-3-ethylcarbodiimide hydrochloride (73 mg, 0.379 mmol) were added in that order to a solution of 2-(1H-indazol-5-ylamino)benzoic acid (80.0 mg, 0.316 mmol) in N,N-dimethylformamide (0.5 ml), and the resulting mixture was stirred at room temperature for 20 hours. A 5% aqueous sodium hydrogencarbonate solution was added to the reaction solution and stirred, followed by ex... Starting materials: FC(C(CC1=CNC2=CC=CC=C12)N)(F)F (2,2,2-trifluoro-1-(1H-indol-3-ylmethyl)ethylamine), C1(=CC=CC2=CC=CC=C12)S(=O)(=O)Cl (1-naphthylsulfonyl chloride). Solvent: N1=CC=CC=C1 (pyridine), CCOCC (ether). Run at temperature 70 celsius, time 3 hour. Product: FC(C(CC1=CNC2=CC=CC=C12)NS(=O)(=O)C1=CC=CC2=CC=CC=C12)(F)F (Naphthalene-1-sulfonic acid[2,2,2-trifluoro-1-(1H-indol-3-ylmethyl)ethyl]amide). RXN SMILES: [F:1][C:2]([F:16])([F:15])[CH:3]([NH2:14])[CH2:4][C:5]1[C:13]2[C:8](=[CH:9][CH:10]=[CH:11][CH:12]=2)[NH:7][CH:6]=1.[C:17]1([S:27](Cl)(=[O:29])=[O:28])[C:26]2[C:21](=[CH:22][CH:23]=[CH:24][CH:25]=2)[CH:20]=[CH:19][CH:18]=1>N1C=CC=CC=1.CCOCC>[F:16][C:2]([F:1])([F:15])[CH:3]([NH:14][S:27]([C:17]1[C:26]2[C:21](=[CH:22][CH:23]=[CH:24][CH:25]=2)[CH:20]=[CH:19][CH:18]=1)(=[O:29])=[O:28])[CH2:4][C:5]1[C:13]2[C:8](=[CH:9][CH:10]=[CH:11][CH:12]=2)[NH:7][CH:6]=1. Procedure details: A mixture of 100 mg (0.44 mmol) of 2,2,2-trifluoro-1-(1H-indol-3-ylmethyl)ethylamine and 99 mg (0.44 mmol) of 1-naphthylsulfonyl chloride in 4 mL of pyridine was warmed at 70° C. After 3 hours, the mixture was cooled and concentrated to afford a thick oily residue. The residue was diluted with ether and washed twice with 10% aqueous acetic acid and brine, dried over sodium sulfate, decanted and concentrated in vacuo. The crude material was crystallized from ether-hexanes to afford 102 mg (55%) a... The solvent is CCOC(=O)C (EtOAc). The product is C(C)OC(C(CC(=O)NCCC1=CC2=C(OCO2)C=C1)C1=NC(=NS1)N1C=NC=C1)=O (N-(2-benzo[1,3]dioxol-5-yl-ethyl)-2-(3-imidazol-1-yl-[1,2,4]thiadiazol-5-yl)-succinamic acid ethyl ester). Reported procedure: BOP-Cl (784 mg, 3.08 mmol) was added all at once to a solution 2-(3-imidazol-1-yl-[1,2,4]thiadiazol-5-yl)-succinic acid 1-ethyl ester (389 mg, 1.54 mmol) and DCM (10 mL) and stirred at room temperature for 30 min prior to addition of 2-benzo[1,3]dioxol-5-yl-ethylamine (620 mg, 3.08 mmol) and TEA (859 μL, 6.16 mmol). The reaction mixture stirred at r.t. for an additional 20 h. The solvent was evaporated to afford a white slurry oil, diluted with EtOAc (50 mL), washed with sat. NaHCO3 (50 mL), bri... Conditions: time 30 minute. The yield is 2.5%. Reaction SMILES: C1N(P(Cl)(N2C(=O)OCC2)=O)C(=O)OC1.[CH2:16]([O:18][C:19](=[O:35])[CH:20]([C:25]1[S:29][N:28]=[C:27]([N:30]2[CH:34]=[CH:33][N:32]=[CH:31]2)[N:26]=1)[CH2:21][C:22]([OH:24])=O)[CH3:17].C(Cl)Cl.[O:39]1[C:43]2[CH:44]=[CH:45][C:46]([CH2:48][CH2:49][NH2:50])=[CH:47][C:42]=2[O:41][CH2:40]1>CCOC(C)=O>[CH2:16]([O:18][C:19](=[O:35])[CH:20]([C:25]1[S:29][N:28]=[C:27]([N:30]2[CH:34]=[CH:33][N:32]=[CH:31]2)[N:26]=1)[CH2:21][C:22]([NH:50][CH2:49][CH2:48][C:46]1[CH:45]=[CH:44][C:43]2[O:39][CH2:40][O:41][C:42]=2[CH:47]=1)=[O:24])[CH3:17]. Reactants: C1COC(=O)N1P(=O)(N2CCOC2=O)Cl (BOP-Cl), C(C)OC(C(CC(=O)O)C1=NC(=NS1)N1C=NC=C1)=O (2-(3-imidazol-1-yl-[1,2,4]thiadiazol-5-yl)-succinic acid 1-ethyl ester), C(Cl)Cl (DCM), O1COC2=C1C=CC(=C2)CCN (2-benzo[1,3]dioxol-5-yl-ethylamine), TEA. The reactants are COC1=CC=C(COC(C(=O)OCC)C2=C(C3=CC=CC=C3C=C2C)O)C=C1 (ethyl 2-(4-methoxybenzyloxy)-2-(1-hydroxy-3-methylnaphthalen-2-yl)acetate), C(=O)(O)[O-].[Na+] (NaHCO3), BrBr (Br2), [O-]S(=O)(=S)[O-].[Na+].[Na+] (Na2S2O3). The solvent is C(Cl)(Cl)Cl (CHCl3), C(Cl)(Cl)Cl (CHCl3). Reaction conditions: time 15 minute. Product: COC1=CC=C(COC(C(=O)OCC)C2=C(C3=CC=CC=C3C(=C2C)Br)O)C=C1 (ethyl 2-(4-methoxybenzyloxy)-2-(4-bromo-1-hydroxy-3-methylnaphthalen-2-yl)acetate). Isolated yield 67.4%. As a reaction SMILES: [CH3:1][O:2][C:3]1[CH:28]=[CH:27][C:6]([CH2:7][O:8][CH:9]([C:15]2[C:24]([CH3:25])=[CH:23][C:22]3[C:17](=[CH:18][CH:19]=[CH:20][CH:21]=3)[C:16]=2[OH:26])[C:10]([O:12][CH2:13][CH3:14])=[O:11])=[CH:5][CH:4]=1.C([O-])(O)=O.[Na+].[Br:34]Br.[O-]S([O-])(=S)=O.[Na+].[Na+]>C(Cl)(Cl)Cl>[CH3:1][O:2][C:3]1[CH:4]=[CH:5][C:6]([CH2:7][O:8][CH:9]([C:15]2[C:24]([CH3:25])=[C:23]([Br:34])[C:22]3[C:17](=[CH:18][CH:19]=[CH:20][CH:21]=3)[C:16]=2[OH:26])[C:10]([O:12][CH2:13][CH3:14])=[O:11])=[CH:27][CH:28]=1 |f:1.2,4.5.6|. Procedure details: A solution of ethyl 2-(4-methoxybenzyloxy)-2-(1-hydroxy-3-methylnaphthalen-2-yl)acetate (102 mg, 0.268 mmol) in CHCl3 (5.0 mL) was treated with solid NaHCO3 (46 mg, 0.281 mmol). Br2 (45 mg) in CHCl3 (1.0 mL) was added dropwise over 5 min at 23° C. After 15 min, 10% Na2S2O3 (10 mL) was added. The reaction was extracted two times with CHCl3. Combined organic phases were dried (Na2SO4), filtered, and concentrated. The residue was dissolved in DCM. The solution was wet-loaded onto a 12 g “gold” ISCO... Starting materials: OC1(c2cc3cccc(Br)c3o2)CN2CCC1CC2, CO, O=CO. Product: Brc1cccc2cc(C3=CN4CCC3CC4)oc12. Reaction SMILES: [Br:1][c:2]1[cH:3][cH:4][cH:5][c:6]2[cH:7][c:8]([C:11]3([OH:19])[CH2:12][N:13]4[CH2:14][CH2:15][CH:16]3[CH2:17][CH2:18]4)[o:9][c:10]12.[CH3:23][OH:24].[CH:20]([OH:21])=[O:22]>>[Br:1][c:2]1[cH:3][cH:4][cH:5][c:6]2[cH:7][c:8]([C:11]3=[CH:12][N:13]4[CH2:14][CH2:15][CH:16]3[CH2:17][CH2:18]4)[o:9][c:10]12. Starting materials: BrC=1C=C(C(NC1)=O)O (5-bromo3-hydroxy-2 (1H)-pyridinone), 2-benzyloxy, cuprous cyanide, CN(C)C=O (DMF), substituted benzyl bromide, C1(=CC=CC=C1)C (toluene), 3-t-butyloxycarbonyl. Reagents/catalysts: C([O-])([O-])=O.[Ag+2] (silver carbonate). Yields the product C(C1=CC=CC=C1)OC1=NC=C(C#N)C=C1O (6-benzyloxy-5-hydroxynicotinonitrile). As a reaction SMILES: Br[C:2]1[CH:3]=[C:4]([OH:9])[C:5](=[O:8])[NH:6][CH:7]=1.[C:10]1([CH3:16])[CH:15]=[CH:14][CH:13]=[CH:12][CH:11]=1.[CH3:17][N:18](C=O)C>C(=O)([O-])[O-].[Ag+2]>[CH2:16]([O:8][C:5]1[C:4]([OH:9])=[CH:3][C:2]([C:17]#[N:18])=[CH:7][N:6]=1)[C:10]1[CH:15]=[CH:14][CH:13]=[CH:12][CH:11]=1 |f:3.4|. Procedure: For example, 5-bromo3-hydroxy-2 (1H)-pyridinone is protected as the 3-t-butyloxycarbonyl derivative (by treatment with di-t-butyl dicarbonate) and treated with e.g. an appropriately substituted benzyl bromide in the presence of silver carbonate in an inert solvent such as toluene. The resulting 2-benzyloxy substituted derivative is then reacted with cuprous cyanide in an inert solvent such as DMF at elevated temperature to yield 6-benzyloxy-5-hydroxynicotinonitrile. Condensation with a Grignard ...